Dataset: the Open Reaction Database (ORD), a public repository of structured organic reaction records. Task: describe an organic reaction: reactants, conditions, products, and yield The reactants are OCCC=1C=2N(C(=NC1C1=CC=CC=C1)N)N=CN2 (8-(2-hydroxyethyl)-7-phenyl-1,2,4-triazolo[2,3-c]pyrimidine-5-amine), C(C)(=O)OC(C)=O (acetic anhydride). Run in N1=CC=CC=C1 (pyridine). Reaction conditions: time 16 hour. Yields the product C(C)(=O)OCCC=1C=2N(C(=NC1C1=CC=CC=C1)N)N=CN2 (8-(2-acetyloxyethyl)-7-phenyl-1,2,4-triazolo[2,3-c]pyrimidine-5-amine). As a reaction SMILES: [OH:1][CH2:2][CH2:3][C:4]1[C:5]2[N:6]([N:17]=[CH:18][N:19]=2)[C:7]([NH2:16])=[N:8][C:9]=1[C:10]1[CH:15]=[CH:14][CH:13]=[CH:12][CH:11]=1.[C:20](OC(=O)C)(=[O:22])[CH3:21]>N1C=CC=CC=1>[C:20]([O:1][CH2:2][CH2:3][C:4]1[C:5]2[N:6]([N:17]=[CH:18][N:19]=2)[C:7]([NH2:16])=[N:8][C:9]=1[C:10]1[CH:15]=[CH:14][CH:13]=[CH:12][CH:11]=1)(=[O:22])[CH3:21]. Procedure: A solution of 25.5 g (0.1 mole) of the title compound of Example 1 and 11 ml (ca. 0.11 mole) of acetic anhydride in 150 ml of pyridine was allowed to stand for about 16 hours at room temperature. Approximately half of the solution was separated and concentrated in vacuo to dryness and chromatographed on silica gel, giving the title compound, m.p. 181°-182°. Reactants: OC1=C(C2=C(C(/C(/O2)=C/C2=CNC3=CC(=CC=C23)[N+](=O)[O-])=O)C=C1)CN1CCN(CC1)C(=O)OC(C)(C)C (tert-butyl (Z)-4-({6-hydroxy-2-[(6-nitro-1H-indol-3-yl)methylene]-3-oxo-2,3-dihydrobenzofuran-7-yl}methyl)piperazine-1-carboxylate), [H][H] (hydrogen). Reagents/catalysts: [Pd].CC(=O)[O-].CC(=O)[O-].[Pb+2] (Lindlar's catalyst). Run in C(C)O (ethanol). Conditions: time 5 hour. Product: NC1=CC=C2C(=CNC2=C1)\C=C\1/OC2=C(C1=O)C=CC(=C2CN2CCN(CC2)C(=O)OC(C)(C)C)O (tert-butyl (Z)-4-({2-[(6-amino-1H-indol-3-yl)methylene]-6-hydroxy-3-oxo-2,3-dihydrobenzofuran-7-yl}methyl)piperazine-1-carboxylate). Isolated yield 97.7%. As a reaction SMILES: [OH:1][C:2]1[CH:24]=[CH:23][C:5]2[C:6](=[O:22])/[C:7](=[CH:9]/[C:10]3[C:18]4[C:13](=[CH:14][C:15]([N+:19]([O-])=O)=[CH:16][CH:17]=4)[NH:12][CH:11]=3)/[O:8][C:4]=2[C:3]=1[CH2:25][N:26]1[CH2:31][CH2:30][N:29]([C:32]([O:34][C:35]([CH3:38])([CH3:37])[CH3:36])=[O:33])[CH2:28][CH2:27]1.[H][H]>C(O)C.[Pd].CC([O-])=O.CC([O-])=O.[Pb+2]>[NH2:19][C:15]1[CH:14]=[C:13]2[C:18]([C:10](/[CH:9]=[C:7]3\[O:8][C:4]4[C:3]([CH2:25][N:26]5[CH2:27][CH2:28][N:29]([C:32]([O:34][C:35]([CH3:37])([CH3:36])[CH3:38])=[O:33])[CH2:30][CH2:31]5)=[C:2]([OH:1])[CH:24]=[CH:23][C:5]=4[C:6]\3=[O:22])=[CH:11][NH:12]2)=[CH:17][CH:16]=1 |f:3.4.5.6|. Procedure: A solution of tert-butyl (Z)-4-({6-hydroxy-2-[(6-nitro-1H-indol-3-yl)methylene]-3-oxo-2,3-dihydrobenzofuran-7-yl}methyl)piperazine-1-carboxylate (0.025 g, 0.048 mmol) obtained in Example A24, Step 2 in ethanol (2.0 mL) was added with Lindlar's catalyst (0.010 mg) under an argon atmosphere, and then the inside of the reaction vessel was replaced with hydrogen. The reaction mixture was stirred at room temperature for 5 hours, and then filtered through Celite, and the solvent was evaporated under r... Starting materials: CC1COc2c(ccc(F)c2F)N1C(=O)C=NO, O, O=S(=O)(O)O. Yields the product CC1COc2c(F)c(F)cc3c2N1C(=O)C3=O. As a reaction SMILES: [F:6][c:7]1[c:8]([F:23])[c:9]2[c:10]([cH:21][cH:22]1)[N:11]([C:16]([CH:17]=[N:18][OH:19])=[O:20])[CH:12]([CH3:15])[CH2:13][O:14]2.[OH2:24].[S:1]([OH:2])(=[O:3])(=[O:4])[OH:5]>>[O:2]=[C:17]1[C:16](=[O:20])[N:11]2[c:10]3[c:9]([c:8]([F:23])[c:7]([F:6])[cH:22][c:21]31)[O:14][CH2:13][CH:12]2[CH3:15]. The reactants are ClCc1ncc(-c2ccc(Br)cc2)o1, C1CCOC1, [H-], [Na+], OCc1cc2ccccc2o1. The product is Brc1ccc(-c2cnc(COCc3cc4ccccc4o3)o2)cc1. Reaction SMILES: [Br:14][c:15]1[cH:16][cH:17][c:18](-[c:21]2[cH:22][n:23][c:24]([CH2:26][Cl:27])[o:25]2)[cH:19][cH:20]1.[CH2:28]1[O:29][CH2:30][CH2:31][CH2:32]1.[H-:13].[Na+:12].[o:1]1[c:2]([CH2:10][OH:11])[cH:3][c:4]2[c:5]1[cH:6][cH:7][cH:8][cH:9]2>>[o:1]1[c:2]([CH2:10][O:11][CH2:26][c:24]2[n:23][cH:22][c:21](-[c:18]3[cH:17][cH:16][c:15]([Br:14])[cH:20][cH:19]3)[o:25]2)[cH:3][c:4]2[c:5]1[cH:6][cH:7][cH:8][cH:9]2. Starting materials: 33, NC1=CC(=C(C(=O)N[C@@H]2[C@@H](CNCC2)OC)C=C1Cl)OC (cis-4-amino-5-chloro-2-methoxy-N-(3-methoxy-4-piperidinyl)benzamide), CN(C(OC(C)(C)C)=O)CCCC=O ((1,1-dimethylethyl) methyl(4-oxobutyl)carbamate), S1C=CC=C1 (thiophene), [H][H] (hydrogen). Reagents/catalysts: [Pt] (platinum-on-charcoal). Solvent: CO (methanol), CO (methanol). Yields the product 45.1, NC1=CC(=C(C(=O)N[C@@H]2[C@@H](CN(CC2)CCCCN(C(OC(C)(C)C)=O)C)OC)C=C1Cl)OC ((1,1-dimethylethyl) cis-[4-[4-[(4-amino-5-chloro-2-methoxybenzoyl)amino]-3-methoxy-1-piperidinyl]butyl]methylcarbamate). Isolated yield 100.0%. Reaction SMILES: [NH2:1][C:2]1[C:18]([Cl:19])=[CH:17][C:5]([C:6]([NH:8][C@H:9]2[CH2:14][CH2:13][NH:12][CH2:11][C@H:10]2[O:15][CH3:16])=[O:7])=[C:4]([O:20][CH3:21])[CH:3]=1.[CH3:22][N:23]([CH2:31][CH2:32][CH2:33][CH:34]=O)[C:24](=[O:30])[O:25][C:26]([CH3:29])([CH3:28])[CH3:27].S1C=CC=C1.[H][H]>CO.[Pt]>[NH2:1][C:2]1[C:18]([Cl:19])=[CH:17][C:5]([C:6]([NH:8][C@H:9]2[CH2:14][CH2:13][N:12]([CH2:34][CH2:33][CH2:32][CH2:31][N:23]([CH3:22])[C:24](=[O:30])[O:25][C:26]([CH3:29])([CH3:28])[CH3:27])[CH2:11][C@H:10]2[O:15][CH3:16])=[O:7])=[C:4]([O:20][CH3:21])[CH:3]=1. Reported procedure: A mixture of 33 parts of cis-4-amino-5-chloro-2-methoxy-N-(3-methoxy-4-piperidinyl)benzamide, 30 parts of (1,1-dimethylethyl) methyl(4-oxobutyl)carbamate, 3-parts of a solution of thiophene in methanol 4% and 400 parts of methanol was hydrogenated at normal pressure and at room temperature with 5 parts of platinum-on-charcoal catalyst 5%. After the calculated amount of hydrogen was taken up, the catalyst was filtered off and the filtrate was evaporated, yielding 45.1 parts (100%) of (1,1-dimethy... The reactants are Br, CCC(CC)C(=O)O, COCCn1c(C)c(C)sc1=N. The product is CCC(CC)C(=O)N=c1sc(C)c(C)n1CCOC. Reaction SMILES: [BrH:1].[CH2:14]([CH3:15])[CH:16]([C:17](=[O:18])[OH:19])[CH2:20][CH3:21].[CH3:2][O:3][CH2:4][CH2:5][n:6]1[c:7](=[NH:13])[s:8][c:9]([CH3:12])[c:10]1[CH3:11]>>[CH3:2][O:3][CH2:4][CH2:5][n:6]1[c:7](=[N:13][C:17]([CH:16]([CH2:14][CH3:15])[CH2:20][CH3:21])=[O:18])[s:8][c:9]([CH3:12])[c:10]1[CH3:11]. Reactants: C(C1=CC=CC=C1)(C1=CC=CC=C1)N1CC(C1)O (1-benzhydrylazetidin-3-ol), N1=C(C=CC=C1)S(=O)(=O)O (pyridinesulfonic acid), resultant mixture. The solvent is C(C)N(CC)CC (triethylamine), CS(=O)C (dimethyl sulfoxide). Yields the product C(C1=CC=CC=C1)(C1=CC=CC=C1)N1CC(C1)=O (1-Benzhydrylazetidin-3-one). The yield is 60.0%. As a reaction SMILES: N1C=CC=CC=1S(O)(=O)=O.[CH:11]([N:24]1[CH2:27][CH:26]([OH:28])[CH2:25]1)([C:18]1[CH:23]=[CH:22][CH:21]=[CH:20][CH:19]=1)[C:12]1[CH:17]=[CH:16][CH:15]=[CH:14][CH:13]=1>CS(C)=O.C(N(CC)CC)C>[CH:11]([N:24]1[CH2:27][C:26](=[O:28])[CH2:25]1)([C:18]1[CH:23]=[CH:22][CH:21]=[CH:20][CH:19]=1)[C:12]1[CH:13]=[CH:14][CH:15]=[CH:16][CH:17]=1. Reported procedure: Under cooling with ice, pyridinesulfonic acid (19.7 g) in dimethyl sulfoxide (84 mL) was added dropwise to 1-benzhydrylazetidin-3-ol (4.79 g) in triethylamine (27.9 mL), and the resultant mixture was stirred at 50° C. for 40 minutes. The reaction mixture was partitioned between ice-water and ethyl acetate. The organic layer was washed with saturated brine, and then dried over magnesium sulfate anhydrate, followed by filtration. The solvent was evaporated under reduced pressure. The residue was p...